Dataset: the Open Reaction Database (ORD), a public repository of structured organic reaction records. Task: describe an organic reaction: reactants, conditions, products, and yield Reactants: N1=C(N=CC=C1)CC1CN(CCC1)C(=O)OC(C)(C)C (tert-butyl 3-(pyrimidin-2-ylmethyl)piperidine-1-carboxylate), solution, Cl (hydrogen chloride). Solvent: C(C)OCC (diethyl ether), C(Cl)Cl (DCM), C(C)OCC (diethyl ether). Reaction conditions: time 20 hour. Yields the product N1CC(CCC1)CC1=NC=CC=N1 (2-(Piperidin-3-ylmethyl)pyrimidine). The yield is 86.0%. Reaction SMILES: [N:1]1[CH:6]=[CH:5][CH:4]=[N:3][C:2]=1[CH2:7][CH:8]1[CH2:13][CH2:12][CH2:11][N:10](C(OC(C)(C)C)=O)[CH2:9]1.Cl>C(OCC)C.C(Cl)Cl>[NH:10]1[CH2:11][CH2:12][CH2:13][CH:8]([CH2:7][C:2]2[N:1]=[CH:6][CH:5]=[CH:4][N:3]=2)[CH2:9]1. Procedure: To a solution of tert-butyl 3-(pyrimidin-2-ylmethyl)piperidine-1-carboxylate (Preparation 70, 27.3 g, 98.4 mmol, 1 eq) in diethyl ether (160 mL) and DCM (50 mL) was added dropwise a 2M solution of hydrogen chloride in diethyl ether (246 mL, 492 mmol, 5 eq) while maintaining the internal temperature below 30° C. The reaction mixture was stirred at room temperature for 20 h. The solvent was decanted and fresh diethyl ether (300 mL) added. The solid was collected by filtration and washed with dieth... Starting materials: CC(C)O (i-PrOH), [H][H] (hydrogen), [H][H] (hydrogen), NC1=C(C(=NC=N1)N1C[C@@H](C(CC1)C(=O)O)N[C@@H](C)C1=CC=CC=C1)F ((3R)-1-(6-amino-5-fluoropyrimidin-4-yl)-3-(((S)-1-phenylethyl)amino)piperidine-4-carboxylic acid), O.[F-].[K+] (potassium fluoride mono hydrate), NC1=C(C(=NC=N1)N1C[C@@H](C(CC1)C(=O)O)N[C@@H](C)C1=CC=CC=C1)F ((3R)-1-(6-amino-5-fluoropyrimidin-4-yl)-3-(((S)-1-phenylethyl)amino)piperidine-4-carboxylic acid). The reagents and catalysts are [OH-].[OH-].[Pd+2] (Pd(OH)2/C). Run in O (H2O). Run at temperature 45 celsius, time 18 hour. Product: N[C@H]1CN(CCC1C(=O)O)C1=NC=NC(=C1F)N ((3R)-3-amino-1-(6-amino-5-fluoropyrimidin-4-yl)piperidine-4-carboxylic acid). As a reaction SMILES: CC(O)C.[NH2:5][C:6]1[N:11]=[CH:10][N:9]=[C:8]([N:12]2[CH2:17][CH2:16][CH:15]([C:18]([OH:20])=[O:19])[C@@H:14]([NH:21][C@H](C3C=CC=CC=3)C)[CH2:13]2)[C:7]=1[F:30].O.[F-].[K+].[H][H]>[OH-].[OH-].[Pd+2].O>[NH2:21][C@@H:14]1[CH:15]([C:18]([OH:20])=[O:19])[CH2:16][CH2:17][N:12]([C:8]2[C:7]([F:30])=[C:6]([NH2:5])[N:11]=[CH:10][N:9]=2)[CH2:13]1 |f:2.3.4,6.7.8|. Procedure details: To a 10 L reaction were charged under N2, i-PrOH (3.5 L), H2O (3.5 L), 3-7 (1.0 equiv, 0.97 mol, 350 g), potassium fluoride mono hydrate (290 g, 3.0 eq, 3.0 mol) and 35 g of 20% Pd(OH)2/C (10% v/w). After evacuated/refilled with hydrogen three times, the mixture was warmed to 40-50° C. and vigorously stirred at that temperature under 1 atmosphere of hydrogen. After 18 hours, LC/MS indicated <1% of starting material 3-7 remained. The mixture was purged with N2 for 20 min, cooled to 22° C., and fi...